This data is from the Open Reaction Database (ORD), a public repository of structured organic reaction records. The task is: describe an organic reaction: reactants, conditions, products, and yield The reactants are Cl (Hydrogen chloride), ClC1=C(N(C2=CC=CC=C12)C1=CC(=CC=C1)F)C(C)NC(OC(C)(C)C)=O (tert-butyl {1-[3-chloro-1-(3-fluorophenyl)-1H-indol-2-yl]ethyl}carbamate). Solvent: O1CCOCC1 (1,4-dioxane), O1CCOCC1 (1,4-dioxane), CCOC(=O)C (EtOAc). Reaction conditions: time 1 hour. The product is ClC1=C(N(C2=CC=CC=C12)C1=CC(=CC=C1)F)C(C)N (1-[3-Chloro-1-(3-fluorophenyl)-1H-indol-2-yl]ethanamine). The yield is 118.6%. As a reaction SMILES: Cl.[Cl:2][C:3]1[C:11]2[C:6](=[CH:7][CH:8]=[CH:9][CH:10]=2)[N:5]([C:12]2[CH:17]=[CH:16][CH:15]=[C:14]([F:18])[CH:13]=2)[C:4]=1[CH:19]([NH:21]C(=O)OC(C)(C)C)[CH3:20]>O1CCOCC1.CCOC(C)=O>[Cl:2][C:3]1[C:11]2[C:6](=[CH:7][CH:8]=[CH:9][CH:10]=2)[N:5]([C:12]2[CH:17]=[CH:16][CH:15]=[C:14]([F:18])[CH:13]=2)[C:4]=1[CH:19]([NH2:21])[CH3:20]. Procedure details: Hydrogen chloride (4.0 M) in 1,4-dioxane (0.5 mL, 20 mmol) was added to a solution of tert-butyl {1-[3-chloro-1-(3-fluorophenyl)-1H-indol-2-yl]ethyl}carbamate (36 mg, 0.092 mmol) in 1,4-dioxane (1.0 mL) and the reaction was stirred at room temperature for 1 hour. The mixture was diluted with EtOAc, washed with saturated NaHCO3 solution and water. The combined extracts were dried over MgSO4 and concentrated to give the desired product (31.5 mg). LCMS calculated for C16H12ClFN(M-NH2)+: m/z=272.1. ...